The task is: describe an organic reaction: reactants, conditions, products, and yield. This data is from the Open Reaction Database (ORD), a public repository of structured organic reaction records. Reactants: BrC=1C=C(C=NC1C#N)N[C@@H]1CS(CC[C@@H]1NC(OC(C)(C)C)=O)(=O)=O (tert-butyl rel-{(3S,4S)-3-[(5-bromo-6-cyanopyridin-3-yl)amino]-1,1-dioxidotetrahydro-2H-thiopyran-4-yl}carbamate), C(C)O (ethanol). The solvent is C(=O)=O (CO2). The product is BrC=1C=C(C=NC1C#N)N[C@@H]1CS(CC[C@@H]1NC(OC(C)(C)C)=O)(=O)=O (tert-butyl rel-{(3S,4S)-3-[(5-bromo-6-cyanopyridin-3-yl)amino]-1,1-dioxidotetrahydro-2H-thiopyran-4-yl}carbamate), BrC=1C=C(C=NC1C#N)N[C@H]1CS(CC[C@H]1NC(OC(C)(C)C)=O)(=O)=O (tert-butyl rel-{(3R,4R)-3-[(5-bromo-6-cyanopyridin-3-yl)amino]-1,1-dioxidotetrahydro-2H-thiopyran-4-yl}carbamate). Reaction SMILES: [Br:1][C:2]1[CH:3]=[C:4]([NH:10][C@H:11]2[C@@H:16]([NH:17][C:18](=[O:24])[O:19][C:20]([CH3:23])([CH3:22])[CH3:21])[CH2:15][CH2:14][S:13](=[O:26])(=[O:25])[CH2:12]2)[CH:5]=[N:6][C:7]=1[C:8]#[N:9].C(O)C>C(=O)=O>[Br:1][C:2]1[CH:3]=[C:4]([NH:10][C@H:11]2[C@@H:16]([NH:17][C:18](=[O:24])[O:19][C:20]([CH3:21])([CH3:22])[CH3:23])[CH2:15][CH2:14][S:13](=[O:25])(=[O:26])[CH2:12]2)[CH:5]=[N:6][C:7]=1[C:8]#[N:9].[Br:1][C:2]1[CH:3]=[C:4]([NH:10][C@@H:11]2[C@H:16]([NH:17][C:18](=[O:24])[O:19][C:20]([CH3:21])([CH3:22])[CH3:23])[CH2:15][CH2:14][S:13](=[O:25])(=[O:26])[CH2:12]2)[CH:5]=[N:6][C:7]=1[C:8]#[N:9]. Reported procedure: tert-butyl rel-{(3S,4S)-3-[(5-bromo-6-cyanopyridin-3-yl)amino]-1,1-dioxidotetrahydro-2H-thiopyran-4-yl}carbamate (890 mg, 2.00 mmol) was separated into its respective enantiomers by SFC column chromatography (20% ethanol in CO2 on chiral IC-H 2.1×25 cm column, 5 uM particle size) to afford tert-butyl rel-{(3S,4S)-3-[(5-bromo-6-cyanopyridin-3-yl)amino]-1,1-dioxidotetrahydro-2H-thiopyran-4-yl}carbamate (Enantiomer 1, elution time 8.31 minutes) and tert-butyl rel-{(3R,4R)-3-[(5-bromo-6-cyanopyridin... The reactants are CC(=O)N(CC(=O)O)c1ccccc1, COC(=O)CNc1ccccc1, C(=NC1CCCCC1)=NC1CCCCC1, ClC(Cl)Cl. Product: COC(=O)CN(C(=O)CN(C(C)=O)c1ccccc1)c1ccccc1. Reaction SMILES: [C:1]([CH3:2])(=[O:3])[N:4]([CH2:5][C:6](=[O:7])[OH:8])[c:9]1[cH:10][cH:11][cH:12][cH:13][cH:14]1.[CH3:30][O:31][C:32]([CH2:33][NH:34][c:35]1[cH:36][cH:37][cH:38][cH:39][cH:40]1)=[O:41].[CH:15]1([N:16]=[C:17]=[N:18][CH:19]2[CH2:20][CH2:21][CH2:22][CH2:23][CH2:24]2)[CH2:25][CH2:26][CH2:27][CH2:28][CH2:29]1.[CH:42]([Cl:43])([Cl:44])[Cl:45]>>[C:1]([CH3:2])(=[O:3])[N:4]([CH2:5][C:6](=[O:7])[N:34]([CH2:33][C:32]([O:31][CH3:30])=[O:41])[c:35]1[cH:36][cH:37][cH:38][cH:39][cH:40]1)[c:9]1[cH:10][cH:11][cH:12][cH:13][cH:14]1. RXN SMILES: [Br:6][CH2:7][C:8](=[O:9])[c:10]1[cH:11][cH:12][c:13]([O:16][CH3:17])[cH:14][cH:15]1.[C:1]([CH3:2])(=[S:3])[O-:4].[CH3:18][CH2:19][OH:20].[K+:5]>>[C:1]([CH3:2])(=[S:3])[CH2:7][C:8](=[O:9])[c:10]1[cH:11][cH:12][c:13]([O:16][CH3:17])[cH:14][cH:15]1. The product is COc1ccc(C(=O)CC(C)=S)cc1. Starting materials: COc1ccc(C(=O)CBr)cc1, CC([O-])=S, CCO, [K+]. The reactants are O (water), aqueous solution, CC(C)C(C#N)=CC=C(CCC=C(CCC=C(C)C)C)C (2-(1-methylethyl)-5,9,13-trimethyl-2,4,8,12-tetradecatetraenenitrile), solution, [H-].C(C(C)C)[Al+]CC(C)C (diisobutylaluminium hydride), C(C(=O)O)(=O)O (oxalic acid). Run in CCCCCC (n-hexane), CCCCCC (n-hexane), CCCCCC (n-hexane), C1(=CC=CC=C1)C (toluene). Reaction conditions: temperature -70 celsius, time 1 hour. Product: CC(C)C(C=O)=CC=C(CCC=C(CCC=C(C)C)C)C (2 -(1-methylethyl)-5,9,13-trimethyl-2,4,8,12-tetradecatetraenal). Yield: 84.0%. As a reaction SMILES: [CH3:1][CH:2]([C:4](=[CH:7][CH:8]=[C:9]([CH3:21])[CH2:10][CH2:11][CH:12]=[C:13]([CH3:20])[CH2:14][CH2:15][CH:16]=[C:17]([CH3:19])[CH3:18])[C:5]#N)[CH3:3].[H-].C([Al+]CC(C)C)C(C)C.O.C(O)(=O)C(O)=[O:35]>CCCCCC.C1(C)C=CC=CC=1>[CH3:1][CH:2]([C:4](=[CH:7][CH:8]=[C:9]([CH3:21])[CH2:10][CH2:11][CH:12]=[C:13]([CH3:20])[CH2:14][CH2:15][CH:16]=[C:17]([CH3:19])[CH3:18])[CH:5]=[O:35])[CH3:3] |f:1.2|. Reported procedure: To a solution of 2-(1-methylethyl)-5,9,13-trimethyl-2,4,8,12-tetradecatetraenenitrile (856 mg, 3.0 mmol) in n-hexane (30 ml) was added a 0.5 M solution of diisobutylaluminium hydride in toluene (6 ml) with stirring at -70° C. under argon atmosphere. After one hour, water (3 ml) was added, the cooling bath was removed, and the reaction mixture was stirred well. Resultant white precipitates were filtered and washed. The filtrate was concentrated to give a residue, which was dissolved in n-hexane (... Reactants: 13.9, BrCC(=O)C1=CC=C(C=C1)Br (2.4'-dibromoacetophenone), C(C1=CC=CC=C1)NC=1NCCN1 (2-(N-benzylamino)-2-imidazoline). Solvent: CC(=O)C (acetone). Run at time 2 day. Product: Br.C(C1=CC=CC=C1)N(C=1NCCN1)CC(=O)C1=CC=C(C=C1)Br (2-[N-benzyl-N-(2-imidazolin-2-yl)amino]-4'-bromo-acetophenone hydrobromide). As a reaction SMILES: [Br:1][CH2:2][C:3]([C:5]1[CH:10]=[CH:9][C:8]([Br:11])=[CH:7][CH:6]=1)=[O:4].[CH2:12]([NH:19][C:20]1[NH:21][CH2:22][CH2:23][N:24]=1)[C:13]1[CH:18]=[CH:17][CH:16]=[CH:15][CH:14]=1>CC(C)=O>[BrH:1].[CH2:12]([N:19]([CH2:2][C:3]([C:5]1[CH:10]=[CH:9][C:8]([Br:11])=[CH:7][CH:6]=1)=[O:4])[C:20]1[NH:24][CH2:23][CH2:22][N:21]=1)[C:13]1[CH:14]=[CH:15][CH:16]=[CH:17][CH:18]=1 |f:3.4|. Procedure details: To a stirred solution of 13.9 parts of 2.4'-dibromoacetophenone in 120 parts of acetone are added portionwise 8.75 parts of 2-(N-benzylamino)-2-imidazoline. Upon completion, stirring is continued for 2 days at room temperature. The precipitated product is filtered off, washed with acetone, dried and crystallized from ethanol, yielding 2-[N-benzyl-N-(2-imidazolin-2-yl)amino]-4'-bromo-acetophenone hydrobromide, m.p. 262.9°C. The reactants are O=C([O-])[O-], COC(=O)c1ccc(COS(C)(=O)=O)c(C)c1, [K+], [K+], Cc1cc(O)c([N+](=O)[O-])cc1C, CN(C)C=O, O. Yields the product COC(=O)c1ccc(COc2cc(C)c(C)cc2[N+](=O)[O-])c(C)c1. Reaction SMILES: [C:18](=[O:19])([O-:20])[O-:21].[CH3:24][O:25][C:26]([c:27]1[cH:28][c:29]([CH3:39])[c:30]([CH2:33][O:34][S:35]([CH3:36])(=[O:37])=[O:38])[cH:31][cH:32]1)=[O:40].[K+:22].[K+:23].[N+:1](=[O:2])([O-:3])[c:4]1[c:5]([OH:12])[cH:6][c:7]([CH3:11])[c:8]([CH3:10])[cH:9]1.[O:13]=[CH:14][N:15]([CH3:16])[CH3:17].[OH2:41]>>[N+:1](=[O:2])([O-:3])[c:4]1[c:5]([O:12][CH2:33][c:30]2[c:29]([CH3:39])[cH:28][c:27]([C:26]([O:25][CH3:24])=[O:40])[cH:32][cH:31]2)[cH:6][c:7]([CH3:11])[c:8]([CH3:10])[cH:9]1.